Dataset: the Open Reaction Database (ORD), a public repository of structured organic reaction records. Task: describe an organic reaction: reactants, conditions, products, and yield Starting materials: Fc1cccc(Br)c1, CON(C)C(=O)c1cn(-c2cccc(-c3cccnc3F)c2)cn1. Yields the product O=C(c1cccc(F)c1)c1cn(-c2cccc(-c3cccnc3F)c2)cn1. As a reaction SMILES: [Br:25][c:26]1[cH:27][c:28]([F:32])[cH:29][cH:30][cH:31]1.[CH3:1][O:2][N:3]([C:4](=[O:5])[c:6]1[n:7][cH:8][n:9](-[c:11]2[cH:12][c:13](-[c:17]3[c:18]([F:23])[n:19][cH:20][cH:21][cH:22]3)[cH:14][cH:15][cH:16]2)[cH:10]1)[CH3:24]>>[C:4](=[O:5])([c:6]1[n:7][cH:8][n:9](-[c:11]2[cH:12][c:13](-[c:17]3[c:18]([F:23])[n:19][cH:20][cH:21][cH:22]3)[cH:14][cH:15][cH:16]2)[cH:10]1)[c:26]1[cH:27][c:28]([F:32])[cH:29][cH:30][cH:31]1. The reactants are ice NH4Cl, C(C)OC(C1=CC(=C(C=C1)I)OCC)=O (3-ethoxy-4-iodo-benzoic acid ethyl ester), FC1=CC=C(C=C1)B(O)O (4-fluorophenyl boronic acid), [O-]P(=O)([O-])[O-].[K+].[K+].[K+] (K3PO4). Reagents/catalysts: [Pd].C1(=CC=CC=C1)P(C1=CC=CC=C1)C1=CC=CC=C1.C1(=CC=CC=C1)P(C1=CC=CC=C1)C1=CC=CC=C1.C1(=CC=CC=C1)P(C1=CC=CC=C1)C1=CC=CC=C1.C1(=CC=CC=C1)P(C1=CC=CC=C1)C1=CC=CC=C1 (tetrakis(triphenylphosphine) palladium(0)). Run in CN(C)C=O (DMF). Conditions: temperature 80 celsius, time 16 hour. Yields the product C(C)OC(=O)C1=CC(=C(C=C1)C1=CC=C(C=C1)F)OCC (2-Ethoxy-4′-fluoro-biphenyl-4-carboxylic acid ethyl ester). Isolated yield 74.6%. RXN SMILES: [CH2:1]([O:3][C:4](=[O:15])[C:5]1[CH:10]=[CH:9][C:8](I)=[C:7]([O:12][CH2:13][CH3:14])[CH:6]=1)[CH3:2].[F:16][C:17]1[CH:22]=[CH:21][C:20](B(O)O)=[CH:19][CH:18]=1.[O-]P([O-])([O-])=O.[K+].[K+].[K+]>CN(C=O)C.[Pd].C1(P(C2C=CC=CC=2)C2C=CC=CC=2)C=CC=CC=1.C1(P(C2C=CC=CC=2)C2C=CC=CC=2)C=CC=CC=1.C1(P(C2C=CC=CC=2)C2C=CC=CC=2)C=CC=CC=1.C1(P(C2C=CC=CC=2)C2C=CC=CC=2)C=CC=CC=1>[CH2:1]([O:3][C:4]([C:5]1[CH:10]=[CH:9][C:8]([C:20]2[CH:21]=[CH:22][C:17]([F:16])=[CH:18][CH:19]=2)=[C:7]([O:12][CH2:13][CH3:14])[CH:6]=1)=[O:15])[CH3:2] |f:2.3.4.5,7.8.9.10.11|. Reported procedure: To a solution of 3-ethoxy-4-iodo-benzoic acid ethyl ester (0.76 g, 2.37 mmol, 1.0 equiv; [CAS RN 741699-04-7]) in anhydrous DMF (12 mL) under Ar was added 4-fluorophenyl boronic acid (0.40 g, 2.86 mmol, 1.20 equiv), K3PO4 (0.86 g, 4.04 mmol, 1.70 equiv) and tetrakis(triphenylphosphine) palladium(0) (0.082 g, 0.071 mmol, 0.03 equiv) and the reaction mixture heated to 80° C. After 16 h, the reaction mixture was poured on crashed ice/NH4Cl, extracted twice with ethyl acetate, the combined organic p... Reactants: Fc1ccc(Br)cc1Cl, Nc1ccc(Cl)cc1O. Product: Nc1ccc(Cl)cc1Oc1ccc(Br)cc1Cl. As a reaction SMILES: [Cl:10][c:11]1[cH:12][c:13]([Br:18])[cH:14][cH:15][c:16]1[F:17].[NH2:1][c:2]1[c:3]([OH:9])[cH:4][c:5]([Cl:8])[cH:6][cH:7]1>>[NH2:1][c:2]1[c:3]([O:9][c:16]2[c:11]([Cl:10])[cH:12][c:13]([Br:18])[cH:14][cH:15]2)[cH:4][c:5]([Cl:8])[cH:6][cH:7]1. Starting materials: C(CCC)N (n-butylamine), [N+](=O)([O-])C1=CC(=C(C=C1[N+](=O)[O-])O)OC (4,5-dinitro-2-methoxyphenol). Solvent: O (water), ice. The product is C(CCC)NC=1C(=CC(=C(C1)O)OC)[N+](=O)[O-] (5-n-butylamino-2-methoxy-4-nitrophenol). RXN SMILES: [CH2:1]([NH2:5])[CH2:2][CH2:3][CH3:4].[N+:6]([C:9]1[C:14]([N+]([O-])=O)=[CH:13][C:12]([OH:18])=[C:11]([O:19][CH3:20])[CH:10]=1)([O-:8])=[O:7]>O>[CH2:1]([NH:5][C:14]1[C:9]([N+:6]([O-:8])=[O:7])=[CH:10][C:11]([O:19][CH3:20])=[C:12]([OH:18])[CH:13]=1)[CH2:2][CH2:3][CH3:4]. Procedure details: A mixture consisting of 80 ml of n-butylamine, 10 ml of water and 0.1 ml (21.4 g) of 4,5-dinitro-2-methoxyphenol, prepared in Example 2, is heated under reflux. After 4 hours' heating, the reaction mixture is diluted with 800 g of ice-cold water; the expected product precipitates. After being drained and dried, it is taken up in 300 ml of dilute caustic soda and precipitated by adding acetic acid. The reactants are COc1ccc2c(c1)C(CCNC(C)=O)CN2C(C)=O, CC#N, [Cl-], ClCCl, [Na+]. Yields the product COc1cc2c(cc1Cl)N(C(C)=O)CC2CCNC(C)=O. RXN SMILES: [C:1]([CH3:2])(=[O:3])[N:4]1[CH2:5][CH:6]([CH2:15][CH2:16][NH:17][C:18]([CH3:19])=[O:20])[c:7]2[cH:8][c:9]([O:13][CH3:14])[cH:10][cH:11][c:12]21.[CH3:23][C:24]#[N:25].[Cl-:22].[Cl:26][CH2:27][Cl:28].[Na+:21]>>[C:1]([CH3:2])(=[O:3])[N:4]1[CH2:5][CH:6]([CH2:15][CH2:16][NH:17][C:18]([CH3:19])=[O:20])[c:7]2[cH:8][c:9]([O:13][CH3:14])[c:10]([Cl:22])[cH:11][c:12]21. Reactants: solution, Cl.NO (hydroxylamine hydrochloride), solution, NC1=CC=C(C=C1)C (p-toluidine), Cl (hydrochloric acid), solution, ClC(C(O)O)(Cl)Cl (chloral hydrate), S(=O)(=O)([O-])[O-].[Na+].[Na+] (sodium sulfate). Run at time 30 minute. The product is CC=1C=C2C(C(NC2=CC1)=O)=O (5-methylisatin). Isolated yield 66.5%. As a reaction SMILES: Cl[C:2](Cl)(Cl)[CH:3]([OH:5])O.S([O-])([O-])(=O)=O.[Na+].[Na+].[NH2:15][C:16]1[CH:21]=[CH:20][C:19]([CH3:22])=[CH:18][CH:17]=1.Cl.Cl.N[OH:26]>>[CH3:22][C:19]1[CH:18]=[C:17]2[C:16](=[CH:21][CH:20]=1)[NH:15][C:2](=[O:26])[C:3]2=[O:5] |f:1.2.3,6.7|. Reported procedure: An aqueous solution (222 ml) containing 16.7 g (0.10 mol) of chloral hydrate was mixed with 243 g of sodium sulfate, an aqueous solution (56.0 ml) containing 10.0 g (93.3 mmol) of p-toluidine and 9.56 of concentrated hydrochloric acid and an aqueous solution (242 ml) containing 20.5 g (0.29 mol) of hydroxylamine hydrochloride in this order and the resulting mixture was heated under reflux with stirring for 30 minutes. After cooling to room temperature, the mixture was filtered with suction to co... As a reaction SMILES: [CH3:1][O:2][c:3]1[c:4]([F:23])[c:5]([N:12]2[C:13](=[O:22])[c:14]3[c:15]([cH:18][cH:19][cH:20][cH:21]3)[C:16]2=[O:17])[c:6]([NH2:7])[c:8]([F:11])[c:9]1[F:10].[CH3:24][CH:25]([CH2:26][CH2:27][O:28][N:29]=[O:30])[CH3:31].[CH3:32][N:33]([CH3:34])[CH:35]=[O:36]>>[CH3:1][O:2][c:3]1[c:4]([F:23])[c:5]([N:12]2[C:13](=[O:22])[c:14]3[c:15]([cH:18][cH:19][cH:20][cH:21]3)[C:16]2=[O:17])[cH:6][c:8]([F:11])[c:9]1[F:10]. Reactants: COc1c(F)c(F)c(N)c(N2C(=O)c3ccccc3C2=O)c1F, CC(C)CCON=O, CN(C)C=O. Yields the product COc1c(F)c(F)cc(N2C(=O)c3ccccc3C2=O)c1F. Starting materials: O (water), N1CCNCC1 (piperazine), ClC1=NC=C(C=C1)Br (2-chloro-5-bromopyridine). Solvent: C1(=CC=CC=C1)C (toluene), C1(=CC=CC=C1)C (toluene). Conditions: temperature 130 celsius. Product: BrC=1C=CC(=NC1)N1CCNCC1 (1-(5-bromopyridin-2-yl)-piperazine). Yield: 79.7%. As a reaction SMILES: [NH:1]1[CH2:6][CH2:5][NH:4][CH2:3][CH2:2]1.Cl[C:8]1[CH:13]=[CH:12][C:11]([Br:14])=[CH:10][N:9]=1.O>C1(C)C=CC=CC=1>[Br:14][C:11]1[CH:12]=[CH:13][C:8]([N:1]2[CH2:6][CH2:5][NH:4][CH2:3][CH2:2]2)=[N:9][CH:10]=1. Reported procedure: A mixture of piperazine (107 g, 1.24 mol) and 2-chloro-5-bromopyridine (30 g, 156 mmol) in toluene (150 mL) was heated at 130° C. for 2 hours, The reaction mixture was cooled to room temperature and toluene (400 mL) and water (200 mL) were added. The organic phase was isolated and the aqeuous phase was extracted once with toluene (100 mL). The collected organic phases were washed with water (150 mL) and brine (100 mL), dried over magnesium sulphate and evaporated to dryness in vacuo to give 30.1... Starting materials: ClC1=NC=C(C(=O)O)C=C1 (6-chloronicotinic acid), C(C)C(C([O-])([O-])[O-])(CC)CC (triethylorthoacetate). Solvent: C1(=CC=CC=C1)C (toluene). The product is ClC1=NC=C(C(=O)OCC)C=C1 (Ethyl 6-chloronicotinate), oil. Isolated yield 92.2%. As a reaction SMILES: [Cl:1][C:2]1[CH:10]=[CH:9][C:5]([C:6]([OH:8])=[O:7])=[CH:4][N:3]=1.[CH2:11](C(CC)(CC)C([O-])([O-])[O-])[CH3:12]>C1(C)C=CC=CC=1>[Cl:1][C:2]1[CH:10]=[CH:9][C:5]([C:6]([O:8][CH2:11][CH3:12])=[O:7])=[CH:4][N:3]=1. Procedure: To a slurry of 6-chloronicotinic acid (5.0 g, 31.73 mmol) in anhydrous toluene (35 ml), was added dropwise with stirring triethylorthoacetate (15.45 g, 95.2 mmol). The mixture was warmed to reflux for two hours, allowed to cool to ambient temperature, and then the resultant solution was washed with saturated NaHCO3 solution (50 ml). The organic phase was dried (MgSO4) and the solvent removed in vacuo to afford the titled compound as a clear, colorless oil (5.43 g, 29.27 mmol, 92.3% yield). Starting materials: C(CCC)C1=CC=CC(N1CC1=CC=C(C=C1)C1=C(C=CC=C1)[N+](=O)[O-])=O (6-butyl-1-(2'-nitrobiphenyl-4-ylmethyl)-1,2-dihydro-2-oxopyridine). The reagents and catalysts are [Ni] (Ni). Run in C(C)O (ethanol). Yields the product NC1=C(C=CC=C1)C1=CC=C(C=C1)CN1C(C=CC=C1CCCC)=O (1-(2'-aminobiphenyl-4-ylmethyl)-6-butyl-1,2-dihydro-2-oxopyridine). RXN SMILES: [CH2:1]([C:5]1[N:10]([CH2:11][C:12]2[CH:17]=[CH:16][C:15]([C:18]3[CH:23]=[CH:22][CH:21]=[CH:20][C:19]=3[N+:24]([O-])=O)=[CH:14][CH:13]=2)[C:9](=[O:27])[CH:8]=[CH:7][CH:6]=1)[CH2:2][CH2:3][CH3:4]>C(O)C.[Ni]>[NH2:24][C:19]1[CH:20]=[CH:21][CH:22]=[CH:23][C:18]=1[C:15]1[CH:16]=[CH:17][C:12]([CH2:11][N:10]2[C:5]([CH2:1][CH2:2][CH2:3][CH3:4])=[CH:6][CH:7]=[CH:8][C:9]2=[O:27])=[CH:13][CH:14]=1. Reported procedure: A solution of 1 g of 6-butyl-1-(2'-nitrobiphenyl-4-ylmethyl)-1,2-dihydro-2-oxopyridine in 30 ml of ethanol is hydrogenated on 1 g of Raney Ni at 20° until the uptake of H2 has ceased. The mixture is filtered and evaporated to give 1-(2'-aminobiphenyl-4-ylmethyl)-6-butyl-1,2-dihydro-2-oxopyridine.